From a dataset of the Open Reaction Database (ORD), a public repository of structured organic reaction records. describe an organic reaction: reactants, conditions, products, and yield Starting materials: BrCCCCCCC=C (8-bromo-1-octene), O=[O+][O-] (O3), O=[O+][O-] (O3). Run in CO (MeOH), C(Cl)Cl (CH2Cl2). Reaction conditions: temperature -55 celsius, time 1 hour. Yields the product BrCCCCCCC=O (7-bromoheptaldehyde). RXN SMILES: [Br:1][CH2:2][CH2:3][CH2:4][CH2:5][CH2:6][CH2:7][CH:8]=C.[O:10]=[O+][O-]>CO.C(Cl)Cl>[Br:1][CH2:2][CH2:3][CH2:4][CH2:5][CH2:6][CH2:7][CH:8]=[O:10]. Procedure details: A solution of 8-bromo-1-octene (5.0 g, 0.026 mol) in 25 mL of MeOH and 5 mL of CH2Cl2 was cooled to -40° C. and treated with O3 while the mixture was cooled to -50 to -60° C. After 30 min the mixture turned bluish and after another 10 min of O3 treatment the mixture was purged with a stream of N2 for 5 min. With the mixture still at -50° C. and covered with a blanket of N2, 2.5 mL of dimethylsulfide was added. This mixture was stirred for 1 h at -40° C., 1 h at -20° C. and then allowed to warm t... Reactants: C(C)OC(CC=1C=C(C(=CC1)OC)C1=C(C=C(C=C1)C(F)(F)F)CNCC)=O ((2′-ethylaminomethyl-6-methoxy-4′-trifluoromethyl-biphenyl-3-yl)-acetic acid ethyl ester), C1(CCC1)C(=O)Cl (cyclobutanecarbonyl chloride). Yields the product C(C)OC(CC=1C=C(C(=CC1)OC)C1=C(C=C(C=C1)C(F)(F)F)CN(CC)C(=O)C1CCC1)=O ({2′[(Cyclobutanecarbonyl-ethyl-amino)-methyl]-6-methoxy-4′-trifluoromethyl-biphenyl-3-yl}-acetic acid ethyl ester). Reaction SMILES: [CH2:1]([O:3][C:4](=[O:28])[CH2:5][C:6]1[CH:7]=[C:8]([C:14]2[CH:19]=[CH:18][C:17]([C:20]([F:23])([F:22])[F:21])=[CH:16][C:15]=2[CH2:24][NH:25][CH2:26][CH3:27])[C:9]([O:12][CH3:13])=[CH:10][CH:11]=1)[CH3:2].[CH:29]1([C:33](Cl)=[O:34])[CH2:32][CH2:31][CH2:30]1>>[CH2:1]([O:3][C:4](=[O:28])[CH2:5][C:6]1[CH:7]=[C:8]([C:14]2[CH:19]=[CH:18][C:17]([C:20]([F:23])([F:21])[F:22])=[CH:16][C:15]=2[CH2:24][N:25]([C:33]([CH:29]2[CH2:32][CH2:31][CH2:30]2)=[O:34])[CH2:26][CH3:27])[C:9]([O:12][CH3:13])=[CH:10][CH:11]=1)[CH3:2]. Reported procedure: Prepared according to the procedure described in Example 1, Step 6, using the following starting materials: (2′-ethylaminomethyl-6-methoxy-4′-trifluoromethyl-biphenyl-3-yl)-acetic acid ethyl ester and cyclobutanecarbonyl chloride. Starting materials: COC(=O)C1CC1c1ccc(Br)cc1, [Li+], [OH-]. Product: O=C(O)C1CC1c1ccc(Br)cc1. RXN SMILES: [Br:1][c:2]1[cH:3][cH:4][c:5]([CH:8]2[CH:9]([C:11](=[O:12])[O:13][CH3:14])[CH2:10]2)[cH:6][cH:7]1.[Li+:16].[OH-:15]>>[Br:1][c:2]1[cH:3][cH:4][c:5]([CH:8]2[CH:9]([C:11](=[O:12])[OH:13])[CH2:10]2)[cH:6][cH:7]1.